Task: describe an organic reaction: reactants, conditions, products, and yield. Dataset: the Open Reaction Database (ORD), a public repository of structured organic reaction records Reactants: C(C)(=O)O (acetic acid), [BH4-].[Na+] (sodium borohydride), C(C)[C@]12C(CC[C@H]2[C@H]2[C@H](CC1)[C@H]1CCC(C=C1CC2)=O)=O (13β-ethyl-gon-4-en-3,17-dione). The solvent is C(C)O (ethanol), C(C)O (ethanol). Product: C(C)[C@]12[C@H](CC[C@H]2[C@H]2[C@H](CC1)[C@H]1CCC(C=C1CC2)=O)O (13β-ethyl-17β-hydroxy-gon-4-en-3-one). Reaction SMILES: [BH4-].[Na+].[CH2:3]([C@:5]12[CH2:13][CH2:12][C@@H:11]3[C@@H:14]4[C:19]([CH2:20][CH2:21][C@H:10]3[C@@H:9]1[CH2:8][CH2:7][C:6]2=[O:23])=[CH:18][C:17](=[O:22])[CH2:16][CH2:15]4)[CH3:4].C(O)(=O)C>C(O)C>[CH2:3]([C@:5]12[CH2:13][CH2:12][C@@H:11]3[C@@H:14]4[C:19]([CH2:20][CH2:21][C@H:10]3[C@@H:9]1[CH2:8][CH2:7][C@@H:6]2[OH:23])=[CH:18][C:17](=[O:22])[CH2:16][CH2:15]4)[CH3:4] |f:0.1|. Procedure: Add sodium borohydride (200 mg.) in ethanol (25 cc.) to 13β-ethyl-gon-4-en-3,17-dione (1 g.) in ethanol (50 cc.) at 8°. After 15 minutes add an excess of acetic acid and evaporate the solution to dryness under reduced pressure. Add water, collect the product in ether, and after this work up in the usual manner, recrystallize from a mixture of ether and pentane to obtain 13β-ethyl-17β-hydroxy-gon-4-en-3-one; ultraviolet absorption peak at 240 mμ (ε15,500); infrared absorption peaks at 2.94, 6.06,... Reactants: N1[C@@H](C2=CC=CC=C2)C(=O)N[C@H](CCCNC(NS(=O)(=O)C2=CC=C(C)C=C2)=N)C(=O)N[C@@H](CC2=CC=CC=C2)C(=O)N[C@H](C)C(=O)N[C@@H](CC2=CNC3=CC=CC=C23)C1=O (cyclo(-Phg-D-Arg(Tos)-Phe-D-Ala-Trp-)), C1=CC(=CC=C1O)C (p-cresol). Run in C(C)(S)S (ethanedithiol). The product is N1[C@@H](C2=CC=CC=C2)C(=O)N[C@H](CCCNC(N)=N)C(=O)N[C@@H](CC2=CC=CC=C2)C(=O)N[C@H](C)C(=O)N[C@@H](CC2=CNC3=CC=CC=C23)C1=O (cyclo(-Phg-D-Arg-Phe-D-Ala-Trp-)). Reaction SMILES: [NH:1]1[C:60](=[O:61])[C@H:49]([CH2:50][C:51]2[C:59]3[C:54](=[CH:55][CH:56]=[CH:57][CH:58]=3)[NH:53][CH:52]=2)[NH:48][C:46](=[O:47])[C@@H:44]([CH3:45])[NH:43][C:41](=[O:42])[C@H:33]([CH2:34][C:35]2[CH:40]=[CH:39][CH:38]=[CH:37][CH:36]=2)[NH:32][C:30](=[O:31])[C@@H:12]([CH2:13][CH2:14][CH2:15][NH:16][C:17](=[NH:29])[NH:18]S(C2C=CC(C)=CC=2)(=O)=O)[NH:11][C:9](=[O:10])[C@@H:2]1[C:3]1[CH:8]=[CH:7][CH:6]=[CH:5][CH:4]=1.C1C(O)=CC=C(C)C=1>C(S)(S)C>[NH:1]1[C:60](=[O:61])[C@H:49]([CH2:50][C:51]2[C:59]3[C:54](=[CH:55][CH:56]=[CH:57][CH:58]=3)[NH:53][CH:52]=2)[NH:48][C:46](=[O:47])[C@@H:44]([CH3:45])[NH:43][C:41](=[O:42])[C@H:33]([CH2:34][C:35]2[CH:36]=[CH:37][CH:38]=[CH:39][CH:40]=2)[NH:32][C:30](=[O:31])[C@@H:12]([CH2:13][CH2:14][CH2:15][NH:16][C:17](=[NH:18])[NH2:29])[NH:11][C:9](=[O:10])[C@@H:2]1[C:3]1[CH:8]=[CH:7][CH:6]=[CH:5][CH:4]=1. Procedure details: The crude cyclo(-Phg-D-Arg(Tos)-Phe-D-Ala-Trp-) (100 mg) as obtained in Example 48 was treated with HF in the presence of p-cresol (75 mg) and ethanedithiol (50 ml) for 2 hours while cooling with ice. After HF was removed by distillation, ether was added to the residue and the precipitate formed was collected by filtration. This was purified by gel chromatography (G-25; 2 cm×80 cm). Finally, 20 g of the product was further purified by HPLC using a column for partitioning purification of D-ODS-5-... Procedure details: The nitrile 25F (2.3 g, 13.8 mmol), 4-trifluoromethylphenylboronic acid (2.61 g, 1.1 mol eq), palladium acetate (62 mg, 0.02 mol eq), cesium carbonate (8.97 g, 2 mol eq), and XPhos (260 mg, 0.04 mol eq) were mixed, placed under a nitrogen atmosphere and dioxane (10 mL) was added. The mixture was heated at 100° C. for 4 h. After cooling, the mixture was filtered through a celite pad, washed with dioxane (2×30 mL) and concentrated under reduced pressure. The residue was purified by flash chromatog... The reagents and catalysts are C(C)(=O)[O-].[Pd+2].C(C)(=O)[O-] (palladium acetate). Starting materials: ClC1=NC(=CC(=C1)C#N)OC (2-chloro-6-methoxy-pyridine-4-carbonitrile), FC(C1=CC=C(C=C1)B(O)O)(F)F (4-trifluoromethylphenylboronic acid), C([O-])([O-])=O.[Cs+].[Cs+] (cesium carbonate), CC(C)C1=CC(=C(C(=C1)C(C)C)C2=C(C=CC=C2)P(C3CCCCC3)C4CCCCC4)C(C)C (XPhos). Conditions: temperature 100 celsius. RXN SMILES: Cl[C:2]1[CH:7]=[C:6]([C:8]#[N:9])[CH:5]=[C:4]([O:10][CH3:11])[N:3]=1.[F:12][C:13]([F:24])([F:23])[C:14]1[CH:19]=[CH:18][C:17](B(O)O)=[CH:16][CH:15]=1.C(=O)([O-])[O-].[Cs+].[Cs+].CC(C1C=C(C(C)C)C(C2C=CC=CC=2P(C2CCCCC2)C2CCCCC2)=C(C(C)C)C=1)C>C([O-])(=O)C.[Pd+2].C([O-])(=O)C.O1CCOCC1>[CH3:11][O:10][C:4]1[CH:5]=[C:6]([C:8]#[N:9])[CH:7]=[C:2]([C:17]2[CH:18]=[CH:19][C:14]([C:13]([F:24])([F:23])[F:12])=[CH:15][CH:16]=2)[N:3]=1 |f:2.3.4,6.7.8|. The product is COC1=NC(=CC(=C1)C#N)C1=CC=C(C=C1)C(F)(F)F (2-methoxy-6-[4-(trifluoromethyl)phenyl]pyridine-4-carbonitrile). Run in O1CCOCC1 (dioxane). Isolated yield 21.9%.